From a dataset of the Open Reaction Database (ORD), a public repository of structured organic reaction records. describe an organic reaction: reactants, conditions, products, and yield Reactants: ClC=1C=C(C(=O)OO)C=CC1 (m-chloroperoxybenzoic acid), NC1=NC(=C2N=CN(C2=N1)[C@H]1[C@@H](O)[C@H](O)[C@H](O1)CO)SN (2-Amino-9-β-D-arabinofuranosyl-9H-purine-6-sulfenamide). Run in C(C)O (ethanol), C(C)O (ethanol), O (water). Conditions: time 1.5 hour. Yields the product NC1=NC(=C2N=CN(C2=N1)[C@H]1[C@@H](O)[C@H](O)[C@H](O1)CO)S(=O)N (2-Amino-9-β-D-arabinofuranosyl-9H-purine-6-sulfinamide). Isolated yield 64.6%. Reaction SMILES: [NH2:1][C:2]1[N:10]=[C:9]2[C:5]([N:6]=[CH:7][N:8]2[C@@H:11]2[O:17][C@H:16]([CH2:18][OH:19])[C@@H:14]([OH:15])[C@@H:12]2[OH:13])=[C:4]([S:20][NH2:21])[N:3]=1.ClC1C=C(C=CC=1)C(OO)=[O:27]>C(O)C.O>[NH2:1][C:2]1[N:10]=[C:9]2[C:5]([N:6]=[CH:7][N:8]2[C@@H:11]2[O:17][C@H:16]([CH2:18][OH:19])[C@@H:14]([OH:15])[C@@H:12]2[OH:13])=[C:4]([S:20]([NH2:21])=[O:27])[N:3]=1. Reported procedure: A solution of 49 (1.5 g, 4.7 mmol) in ethanol (350 mL) and water (50 mL) was cooled to 0° C. To this cold solution was added m-chloroperoxybenzoic acid (80%, 0.90 g, 4.45 mmol) in ethanol (50 mL) during 1.5 h. After the addition, the reaction mixture was stirred at ice-bath temperature for 1.5 h. The solvent was evaporated under reduced pressure and the residue was dissolved in methanol (50 mL). Silica gel (≈5 g) was added and evaporated to dryness. The dried silica gel was placed on top of a fl... Reactants: CC(=O)OC(C)=O, CC(=O)O, O=c1[nH]c2ccccc2n1C1CCNCC1. The product is CC(=O)N1CCC(n2c(=O)[nH]c3ccccc32)CC1. Reaction SMILES: [CH3:17][C:18](=[O:19])[O:20][C:21](=[O:22])[CH3:23].[CH3:24][C:25](=[O:26])[OH:27].[NH:1]1[CH2:2][CH2:3][CH:4]([n:7]2[c:8](=[O:16])[nH:9][c:10]3[c:11]2[cH:12][cH:13][cH:14][cH:15]3)[CH2:5][CH2:6]1>>[N:1]1([C:18]([CH3:17])=[O:19])[CH2:2][CH2:3][CH:4]([n:7]2[c:8](=[O:16])[nH:9][c:10]3[c:11]2[cH:12][cH:13][cH:14][cH:15]3)[CH2:5][CH2:6]1. Starting materials: ice, [H-].[Al+3].[Li+].[H-].[H-].[H-] (lithium aluminium hydride), C(C1=CC=CC=C1)(C1=CC=CC=C1)N1C(CC1)C(C1=CC=CC=C1)=N (1-benzhydryl-2-benzimidoylazetidine). The solvent is CCOCC (ether). Conditions: temperature 0 celsius, time 15 minute. Yields the product C(C1=CC=CC=C1)(C1=CC=CC=C1)N1C(CC1)C(C1=CC=CC=C1)N (1-Benzhydryl-2-(α-aminobenzyl)azetidine). Reaction SMILES: [CH:1]([N:14]1[CH2:17][CH2:16][CH:15]1[C:18](=[NH:25])[C:19]1[CH:24]=[CH:23][CH:22]=[CH:21][CH:20]=1)([C:8]1[CH:13]=[CH:12][CH:11]=[CH:10][CH:9]=1)[C:2]1[CH:7]=[CH:6][CH:5]=[CH:4][CH:3]=1.[H-].[Al+3].[Li+].[H-].[H-].[H-]>CCOCC>[CH:1]([N:14]1[CH2:17][CH2:16][CH:15]1[CH:18]([NH2:25])[C:19]1[CH:20]=[CH:21][CH:22]=[CH:23][CH:24]=1)([C:8]1[CH:13]=[CH:12][CH:11]=[CH:10][CH:9]=1)[C:2]1[CH:3]=[CH:4][CH:5]=[CH:6][CH:7]=1 |f:1.2.3.4.5.6|. Reported procedure: Add 5.0 g of 1-benzhydryl-2-benzimidoylazetidine to an ice cold suspension of 1.16 g of lithium aluminium hydride in 135 ml of dry ether. Stir the mixture at 0° C. for 15 minutes, then allow the mixture to warm to room temperature and continue stirring for 18 hours. Cool the suspension to 0° C. and cautiously quench by the successive addition of 1.25 ml of water, 1.75 ml of 10% aqueous sodium hydroxide, and 3.5 ml of water. Stir, filter and wash the precipitate with ether. Combine the ether wash... Reactants: C(C)OC(=O)C=1OC2=C(C1C)C(=C(C=C2)C(C)=O)O (5-acetyl-4-hydroxy-3-methyl-benzofuran-2-carboxylic acid ethyl ester), CCN=C=NCCCN(C)C (EDCI), COC([C@H](C(C)C)NS(=O)(=O)C1=CC=C(C=C1)C1=CC=C(C=C1)N)=O ((S)-2-(4′-amino-biphenyl-4-sulfonylamino)-3-methyl-butyric acid methyl ester), CN(C)C=O (DMF). Run in [Cl-].[Na+].O (brine). Reaction conditions: temperature 65 celsius, time 8 hour. Yields the product COC([C@H](C(C)C)NS(=O)(=O)C1=CC=C(C=C1)C1=CC=C(C=C1)NC(=O)C=1OC2=C(C1C)C(=C(C=C2)C(C)=O)O)=O ((S)-2-{4′-[(5-acetyl-4-hydroxy-3-methyl-benzofuran-2-carbonyl)-amino]-biphenyl-4-sulfonylamino}-3-methyl-butyric acid methyl ester). The yield is 11.5%. RXN SMILES: C(O[C:4]([C:6]1[O:7][C:8]2[CH:15]=[CH:14][C:13]([C:16](=[O:18])[CH3:17])=[C:12]([OH:19])[C:9]=2[C:10]=1[CH3:11])=[O:5])C.CCN=C=NCCCN(C)C.[CH3:31][O:32][C:33](=[O:55])[C@@H:34]([NH:38][S:39]([C:42]1[CH:47]=[CH:46][C:45]([C:48]2[CH:53]=[CH:52][C:51]([NH2:54])=[CH:50][CH:49]=2)=[CH:44][CH:43]=1)(=[O:41])=[O:40])[CH:35]([CH3:37])[CH3:36].CN(C=O)C>[Cl-].[Na+].O>[CH3:31][O:32][C:33](=[O:55])[C@@H:34]([NH:38][S:39]([C:42]1[CH:47]=[CH:46][C:45]([C:48]2[CH:49]=[CH:50][C:51]([NH:54][C:4]([C:6]3[O:7][C:8]4[CH:15]=[CH:14][C:13]([C:16](=[O:18])[CH3:17])=[C:12]([OH:19])[C:9]=4[C:10]=3[CH3:11])=[O:5])=[CH:52][CH:53]=2)=[CH:44][CH:43]=1)(=[O:41])=[O:40])[CH:35]([CH3:37])[CH3:36] |f:4.5.6|. Procedure: To 70 mg (0.3 mmol) of 5-acetyl-4-hydroxy-3-methyl-benzofuran-2-carboxylic acid ethyl ester was added 115 mg (2 eq) EDCI, 109 mg (1 eq) of (S)-2-(4′-amino-biphenyl-4-sulfonylamino)-3-methyl-butyric acid methyl ester and 2 mL of DMF. The mixture was stirred at 65° C. overnight. The reaction mixture was poured into brine, and extracted with dichloromethane. The organic solution was washed with 2N HCl and water. Removal of the solvents under vacuum gave crude product, which was purified by column c... Starting materials: C1(CC1)NC(C1=CC(=C(C=C1)C)N1C(C2=CC(=CC=C2C=C1)OC1CCNCC1)=O)=O (N-Cyclopropyl-4-methyl-3-[1-oxo-7-(piperidin-4-yloxy)isoquinolin-2(1H)-yl]benzamide), ICC (iodoethane), C([O-])([O-])=O.[K+].[K+] (potassium carbonate). The solvent is CN(C)C=O (DMF), C(C)(=O)OCC (ethyl acetate). Product: C1(CC1)NC(C1=CC(=C(C=C1)C)N1C(C2=CC(=CC=C2C=C1)OC1CCN(CC1)CC)=O)=O (N-cyclopropyl-3-[7-[(1-ethylpiperidin-4-yl)oxy]-1-oxoisoquinolin-2(1H)-yl]-4-methylbenzamide). Reaction SMILES: [CH:1]1([NH:4][C:5](=[O:31])[C:6]2[CH:11]=[CH:10][C:9]([CH3:12])=[C:8]([N:13]3[CH:22]=[CH:21][C:20]4[C:15](=[CH:16][C:17]([O:23][CH:24]5[CH2:29][CH2:28][NH:27][CH2:26][CH2:25]5)=[CH:18][CH:19]=4)[C:14]3=[O:30])[CH:7]=2)[CH2:3][CH2:2]1.I[CH2:33][CH3:34].C(=O)([O-])[O-].[K+].[K+]>CN(C=O)C.C(OCC)(=O)C>[CH:1]1([NH:4][C:5](=[O:31])[C:6]2[CH:11]=[CH:10][C:9]([CH3:12])=[C:8]([N:13]3[CH:22]=[CH:21][C:20]4[C:15](=[CH:16][C:17]([O:23][CH:24]5[CH2:29][CH2:28][N:27]([CH2:33][CH3:34])[CH2:26][CH2:25]5)=[CH:18][CH:19]=4)[C:14]3=[O:30])[CH:7]=2)[CH2:3][CH2:2]1 |f:2.3.4|. Procedure details: N-Cyclopropyl-4-methyl-3-[1-oxo-7-(piperidin-4-yloxy)isoquinolin-2(1H)-yl]benzamide (50 mg), iodoethane (0.105 ml) and potassium carbonate (66 mg) were stirred in DMF (0.5 ml) at room temperature for 18 hours. The reaction mixture was diluted with ethyl acetate and washed with water (5×), brine, dried (magnesium sulfate) and concentrated to give N-cyclopropyl-3-[7-[(1-ethylpiperidin-4-yl)oxy]-1-oxoisoquinolin-2(1H)-yl]-4-methylbenzamide as a cream coloured foam solid (44 mg); NMR Spectrum: (DMSO... Starting materials: N1=CC(=CC=C1)C1=CC=C2CC(NC2=C1)=O (6-Pyridin-3-yl-1,3-dihydroindol-2-one), C(C)N(CCNC(=O)C1=C(NC(=C1C)C=O)C)CC (5-formyl-2,4-dimethyl-1H-pyrrole-3-carboxylic acid (2-diethylaminoethyl)amide). Product: C(C)N(CCNC(=O)C1=C(NC(=C1C)C=C1C(NC2=CC(=CC=C12)C=1C=NC=CC1)=O)C)CC (2,4-dimethyl-5-(2-oxo-6-pyridin-3-yl-1,2-dihydroindol-3-ylidenemethyl)-1H-pyrrole-3-carboxylic acid (2-diethylaminoethyl)amide). The yield is 33.6%. As a reaction SMILES: [N:1]1[CH:6]=[CH:5][CH:4]=[C:3]([C:7]2[CH:15]=[C:14]3[C:10]([CH2:11][C:12](=[O:16])[NH:13]3)=[CH:9][CH:8]=2)[CH:2]=1.[CH2:17]([N:19]([CH2:34][CH3:35])[CH2:20][CH2:21][NH:22][C:23]([C:25]1[C:29]([CH3:30])=[C:28]([CH:31]=O)[NH:27][C:26]=1[CH3:33])=[O:24])[CH3:18]>>[CH2:34]([N:19]([CH2:17][CH3:18])[CH2:20][CH2:21][NH:22][C:23]([C:25]1[C:29]([CH3:30])=[C:28]([CH:31]=[C:11]2[C:10]3[C:14](=[CH:15][C:7]([C:3]4[CH:2]=[N:1][CH:6]=[CH:5][CH:4]=4)=[CH:8][CH:9]=3)[NH:13][C:12]2=[O:16])[NH:27][C:26]=1[CH3:33])=[O:24])[CH3:35]. Reported procedure: 6-Pyridin-3-yl-1,3-dihydroindol-2-one (40 mg, 0.19 mmol) was condensed with 5-formyl-2,4-dimethyl-1H-pyrrole-3-carboxylic acid (2-diethylaminoethyl)amide (50 mg) give 29 mg (33%) of the title compound as a light orange solid.